Dataset: the Open Reaction Database (ORD), a public repository of structured organic reaction records. Task: describe an organic reaction: reactants, conditions, products, and yield The reactants are I.C1(=CC=CC=C1)C1N=C(NC1)NN (4-phenyl-2-imidazolin-2-ylhydrazine hydroiodide), C1(=CC=CC=C1)C1NC(NC1)=S (4-phenylimidazolidine-2-thione), CI (methyliodide). Run in C(C)O (ethanol). Yields the product I.CSC=1NCC(N1)C1=CC=CC=C1 (2-methylthio-4-phenyl-2-imidazolin hydroiodide), NN (hydrazine). As a reaction SMILES: [IH:1].[C:2]1([CH:8]2[CH2:12][NH:11][C:10]([NH:13][NH2:14])=[N:9]2)[CH:7]=[CH:6][CH:5]=[CH:4][CH:3]=1.C1(C2CN[C:23](=[S:26])N2)C=CC=CC=1.CI>C(O)C>[IH:1].[CH3:23][S:26][C:10]1[NH:11][CH2:12][CH:8]([C:2]2[CH:7]=[CH:6][CH:5]=[CH:4][CH:3]=2)[N:9]=1.[NH2:13][NH2:14] |f:0.1,5.6|. Reported procedure: The starting material, 4-phenyl-2-imidazolin-2-ylhydrazine hydroiodide, is prepared as follows: 4-phenylimidazolidine-2-thione and methyliodide in refluxing ethanol yield 2-methylthio-4-phenyl-2-imidazolin hydroiodide, which upon treatment with hydrazine in boiling ethanol yields the desired intermediate, melting at 107°-108° C.